This data is from the Open Reaction Database (ORD), a public repository of structured organic reaction records. The task is: describe an organic reaction: reactants, conditions, products, and yield Reactants: CO, ClC(Cl)Cl, CC(C)OC(=O)Cl, C1=C(c2cn(-c3ccccc3)nn2)CCNC1, c1ccncc1. Yields the product CC(C)OC(=O)N1CC=C(c2cn(-c3ccccc3)nn2)CC1. Reaction SMILES: [CH3:25][OH:26].[CH:33]([Cl:34])([Cl:35])[Cl:36].[Cl:18][C:19](=[O:20])[O:21][CH:22]([CH3:23])[CH3:24].[c:1]1(-[n:7]2[n:8][n:9][c:10]([C:12]3=[CH:17][CH2:16][NH:15][CH2:14][CH2:13]3)[cH:11]2)[cH:2][cH:3][cH:4][cH:5][cH:6]1.[cH:27]1[cH:28][cH:29][n:30][cH:31][cH:32]1>>[c:1]1(-[n:7]2[n:8][n:9][c:10]([C:12]3=[CH:17][CH2:16][N:15]([C:19](=[O:20])[O:21][CH:22]([CH3:23])[CH3:24])[CH2:14][CH2:13]3)[cH:11]2)[cH:2][cH:3][cH:4][cH:5][cH:6]1.